Dataset: the Open Reaction Database (ORD), a public repository of structured organic reaction records. Task: describe an organic reaction: reactants, conditions, products, and yield Reactants: FC1=CC=C(C=C1)C(C(=O)O)C (2-(4-fluoro phenyl)propanoic acid), NCCCN1CCC(CC1)C=1C=CC(=C(C1)NC(C(C)C)=O)F (N-{5-[1-(3-aminopropyl)-4-piperidinyl]-2-fluorophenyl}-2-methyl propanamide). Yields the product FC1=C(C=C(C=C1)C1CCN(CC1)CCCNC(C(C)C1=CC=C(C=C1)F)=O)NC(C(C)C)=O (N-(3-{4-[4-FLUORO-3-(ISOBUTYRYLAMINO)PHENYL]-1-PIPERIDINYL}PROPYL)-2-(4-FLUOROPHENYL)PROPANAMIDE). RXN SMILES: [F:1][C:2]1[CH:7]=[CH:6][C:5]([CH:8]([CH3:12])[C:9]([OH:11])=O)=[CH:4][CH:3]=1.[NH2:13][CH2:14][CH2:15][CH2:16][N:17]1[CH2:22][CH2:21][CH:20]([C:23]2[CH:24]=[CH:25][C:26]([F:35])=[C:27]([NH:29][C:30](=[O:34])[CH:31]([CH3:33])[CH3:32])[CH:28]=2)[CH2:19][CH2:18]1>>[F:35][C:26]1[CH:25]=[CH:24][C:23]([CH:20]2[CH2:19][CH2:18][N:17]([CH2:16][CH2:15][CH2:14][NH:13][C:9](=[O:11])[CH:8]([C:5]3[CH:4]=[CH:3][C:2]([F:1])=[CH:7][CH:6]=3)[CH3:12])[CH2:22][CH2:21]2)=[CH:28][C:27]=1[NH:29][C:30](=[O:34])[CH:31]([CH3:32])[CH3:33]. Procedure details: Example 46 was prepared from 2-(4-fluoro phenyl)propanoic acid and N-{5-[1-(3-aminopropyl)-4-piperidinyl]-2-fluorophenyl}-2-methyl propanamide according to the procedures described in Scheme 9: 1H NMR (400 MHz, CDCl3) δ 8.38–8.23 (m, 1H), 7.48–7.27 (m, 3H), 7.13–6.94 (m, 4H), 6.94–6.82 (m, 1H), 3.62–3.46 (m, 1H), 3.41–3.26 (m, 2H), 3.17–3.03 (m, 1H), 3.02–2.91 (m, 1H), 2.67–2.35 (m, 4H), 2.24–1.97 (m, 2H), 1.95–1.62 (m, 6H), 1.49 (d, 3H, J=7.2 Hz), 1.27 (d, 6H, J=6.8 Hz); ESMS m/e: 472.4 (M+H)+. The reactants are Cl (HCl), OC[C@@H]1CNC(O1)=O ((S)-5-(hydroxymethyl)oxazolidin-2-one), N1C=NC=C1 (imidazole), C(C)(C)(C)[Si](C1=CC=CC=C1)(C1=CC=CC=C1)Cl (tert-Butylchlorodiphenylsilane). The solvent is CN(C=O)C (dimethylformamide). Conditions: time 5 hour. Yields the product [Si](C1=CC=CC=C1)(C1=CC=CC=C1)(C(C)(C)C)OC[C@@H]1CNC(O1)=O ((S)-5-((tert-Butyldiphenylsilyloxy)methyl)oxazolidin-2-one). Isolated yield 73.9%. As a reaction SMILES: [OH:1][CH2:2][C@H:3]1[O:7][C:6](=[O:8])[NH:5][CH2:4]1.N1C=CN=C1.[C:14]([Si:18](Cl)([C:25]1[CH:30]=[CH:29][CH:28]=[CH:27][CH:26]=1)[C:19]1[CH:24]=[CH:23][CH:22]=[CH:21][CH:20]=1)([CH3:17])([CH3:16])[CH3:15].Cl>CN(C)C=O>[Si:18]([O:1][CH2:2][C@H:3]1[O:7][C:6](=[O:8])[NH:5][CH2:4]1)([C:14]([CH3:17])([CH3:16])[CH3:15])([C:25]1[CH:26]=[CH:27][CH:28]=[CH:29][CH:30]=1)[C:19]1[CH:24]=[CH:23][CH:22]=[CH:21][CH:20]=1. Procedure details: (S)-5-(hydroxymethyl)oxazolidin-2-one (570 mg, 4.87 mmol, as described by Danielmeier, K.; Steckhan, E. Tet. Asymmetry, 6(5), 1995, 1181) and imidazole (331 mg, 4.87 mmol) were dissolved in dimethylformamide (5 mL) and cooled to 0° C. tert-Butylchlorodiphenylsilane (1.34 g, 4.87 mmol) was added dropwise at 0° C. The reaction mixture was allowed to warm to room temperature and stirred for 5 hours. The mixture was was poured into 0.5 N HCl (50 ml), and the resultant mixture was extracted with ethy... Run in O (water). The reactants are CC=1C=C(NCCC#N)C=C(C1)C (β-(3,5-Dimethylanilino)propionitrile), C(C)O (ethanol), [OH-].[Na+] (NaOH). Product: CC=1C=C(NCCC(=O)O)C=C(C1)C (β-(3,5-dimethylanilino)propionic acid). Procedure: β-(3,5-Dimethylanilino)propionitrile (4.5 g) was dissolved in ethanol (50 ml), and a solution of NaOH (5.1 g) in water (25 ml) was added, which was followed by refluxing for 4 hr. The solvent was evaporated under reduced pressure. 2N Hydrochloric acid was added to adjust the residue acidic, and the mixture was washed with chloroform (100 ml). The aqueous layer was concentrated to about 20 ml and allowed to stand. The precipitated crystals were collected by filtration and dried to give 4.0 g of β... RXN SMILES: [CH3:1][C:2]1[CH:3]=[C:4]([CH:10]=[C:11]([CH3:13])[CH:12]=1)[NH:5][CH2:6]CC#N.[OH-:14].[Na+].[CH2:16]([OH:18])[CH3:17]>O>[CH3:1][C:2]1[CH:3]=[C:4]([CH:10]=[C:11]([CH3:13])[CH:12]=1)[NH:5][CH2:6][CH2:17][C:16]([OH:14])=[O:18] |f:1.2|. The reactants are C(C)(=O)NC=1C=CC2=C(CCC3(CCN(CC3)CC3=CC=C(C=C3)N)O2)C1 (3,4-dihydro-6-acetamido-1'-(4-aminobenzyl)spiro[(2H)-1-benzopyran-2,4'-piperidine]), Cl (hydrochloric acid), [OH-].[Na+] (sodium hydroxide). The solvent is CO (methanol). The product is NC=1C=CC2=C(C(CC3(CCN(CC3)CC3=CC=C(C=C3)N)O2)=O)C1 (3,4-dihydro-6-amino-1'-(4-aminobenzyl)spiro[(2H)-1-benzopyran-2,4'-piperidine]-4-one). Isolated yield 88.0%. RXN SMILES: C([NH:4][C:5]1[CH:6]=[CH:7][C:8]2[O:26][C:12]3([CH2:17][CH2:16][N:15]([CH2:18][C:19]4[CH:24]=[CH:23][C:22]([NH2:25])=[CH:21][CH:20]=4)[CH2:14][CH2:13]3)[CH2:11][CH2:10][C:9]=2[CH:27]=1)(=O)C.Cl.[OH-:29].[Na+]>CO>[NH2:4][C:5]1[CH:6]=[CH:7][C:8]2[O:26][C:12]3([CH2:13][CH2:14][N:15]([CH2:18][C:19]4[CH:24]=[CH:23][C:22]([NH2:25])=[CH:21][CH:20]=4)[CH2:16][CH2:17]3)[CH2:11][C:10](=[O:29])[C:9]=2[CH:27]=1 |f:2.3|. Procedure: A solution of 3,4-dihydro-6-acetamido-1'-(4-aminobenzyl)spiro[(2H)-1-benzopyran-2,4'-piperidine](136 mg, 0.36 mmol) and hydrochloric acid (6N solution, 13. 6 ml) in methanol (13.6 ml) was heated at reflux temperature for 1 hr. The reaction mixture was cooled to 0° C. and basified with 20% sodium hydroxide solution. Extraction with methylene chloride, drying and solvent evaporation gave 3,4-dihydro-6-amino-1'-(4-aminobenzyl)spiro[(2H)-1-benzopyran-2,4'-piperidine]-4-one (107 mg, 88%); Reactants: CC(=O)OC(C)=O, ClCCl, CON(C)C(=O)c1[nH]c2c(Cl)cccc2c1N, O, c1ccncc1. The product is CON(C)C(=O)c1[nH]c2c(Cl)cccc2c1NC(C)=O. Reaction SMILES: [CH3:24][C:25](=[O:26])[O:27][C:28](=[O:29])[CH3:30].[Cl:32][CH2:33][Cl:34].[NH2:1][c:2]1[c:3]([C:12](=[O:13])[N:14]([CH3:15])[O:16][CH3:17])[nH:4][c:5]2[c:6]([Cl:11])[cH:7][cH:8][cH:9][c:10]12.[OH2:31].[cH:18]1[cH:19][cH:20][n:21][cH:22][cH:23]1>>[NH:1]([c:2]1[c:3]([C:12](=[O:13])[N:14]([CH3:15])[O:16][CH3:17])[nH:4][c:5]2[c:6]([Cl:11])[cH:7][cH:8][cH:9][c:10]12)[C:25]([CH3:24])=[O:26].